This data is from the Open Reaction Database (ORD), a public repository of structured organic reaction records. The task is: describe an organic reaction: reactants, conditions, products, and yield Product: C1(CCC1)N[C@@H]1[C@@H](CCCC1)NC(C1=C(C=C(C=C1SC)C(F)(F)F)OC)=O (cis-N-(2-Cyclobutylamino-cyclohexyl)-2-methoxy-6-methylsulfanyl-4-trifluoromethyl-benzamide). Reactants: N[C@@H]1[C@@H](CCCC1)NC(C1=C(C=C(C=C1SC)C(F)(F)F)OC)=O (cis-N-(2-amino-cyclohexyl)-2-methoxy-6-methylsulfanyl-4-trifluoromethyl-benzamide), N[C@@H]1[C@@H](CCCC1)NC(C1=C(C=C(C=C1SC)C(F)(F)F)OC)=O (cis-N-(2-amino-cyclohexyl)-2-methoxy-6-methylsulfanyl-4-trifluoromethyl-benzamide), C1(CCC1)=O (cyclobutanone). Reported procedure: The title compound, colorless amorphous, MS: m/e=417.2 [(M+H)+], was prepared in accordance with the general method of example 11 from cis-N-(2-amino-cyclohexyl)-2-methoxy-6-methylsulfanyl-4-trifluoromethyl-benzamide (intermediate I) and cyclobutanone. RXN SMILES: [NH2:1][C@H:2]1[CH2:7][CH2:6][CH2:5][CH2:4][C@H:3]1[NH:8][C:9](=[O:24])[C:10]1[C:15]([S:16][CH3:17])=[CH:14][C:13]([C:18]([F:21])([F:20])[F:19])=[CH:12][C:11]=1[O:22][CH3:23].[C:25]1(=O)[CH2:28][CH2:27][CH2:26]1>>[CH:25]1([NH:1][C@H:2]2[CH2:7][CH2:6][CH2:5][CH2:4][C@H:3]2[NH:8][C:9](=[O:24])[C:10]2[C:15]([S:16][CH3:17])=[CH:14][C:13]([C:18]([F:20])([F:21])[F:19])=[CH:12][C:11]=2[O:22][CH3:23])[CH2:28][CH2:27][CH2:26]1. Reactants: C1(=CC=C(C=C1)CC(=O)O)C1=CC=CC=C1 (4-biphenylacetic acid), Cl (HCl), CO (methanol). Yields the product COC(CC1=CC=C(C=C1)C1=CC=CC=C1)=O (4-biphenylacetic acid methyl ester). Yield: 98.0%. RXN SMILES: [C:1]1([C:11]2[CH:16]=[CH:15][CH:14]=[CH:13][CH:12]=2)[CH:6]=[CH:5][C:4]([CH2:7][C:8]([OH:10])=[O:9])=[CH:3][CH:2]=1.Cl.[CH3:18]O>>[CH3:18][O:9][C:8](=[O:10])[CH2:7][C:4]1[CH:3]=[CH:2][C:1]([C:11]2[CH:12]=[CH:13][CH:14]=[CH:15][CH:16]=2)=[CH:6][CH:5]=1. Reported procedure: To a solution of 4-biphenylacetic acid (10 g, 47 mmol) in methanol (150 mL) was added concentrated HCl (3 mL). The mixture was heated under reflux for 16 hours, cooled to rt, and the solvent was evaporated. Chromatography of the residue over silica gel (petroleum ether followed by ethyl acetate/petroleum ether 1/4) gave 4-biphenylacetic acid methyl ester (10.4 g, 98%). Reactants: C(C)(=O)OC1=NN(C(=C1)N(C(C)=O)C(C)=O)C1=C(C=C(C(=C1)SCC(F)(F)F)C)F (3-acetoxy-5-(N,N-diacetylamino)-1-{2-fluoro-4-methyl-5-(2,2,2-trifluoroethylthio)phenyl}pyrazole), O.N (ammonia water). Run in C(C)O (ethanol). Reaction conditions: time 30 minute. The product is C(C)(=O)NC1=CC(=NN1C1=C(C=C(C(=C1)SCC(F)(F)F)C)F)O (5-acetylamino-1-{2-fluoro-4-methyl-5-(2,2,2-trifluoroethylthio)phenyl}-3-hydroxypyrazole). The yield is 91.7%. Reaction SMILES: C([O:4][C:5]1[CH:9]=[C:8]([N:10](C(=O)C)[C:11](=[O:13])[CH3:12])[N:7]([C:17]2[CH:22]=[C:21]([S:23][CH2:24][C:25]([F:28])([F:27])[F:26])[C:20]([CH3:29])=[CH:19][C:18]=2[F:30])[N:6]=1)(=O)C.O.N>C(O)C>[C:11]([NH:10][C:8]1[N:7]([C:17]2[CH:22]=[C:21]([S:23][CH2:24][C:25]([F:26])([F:27])[F:28])[C:20]([CH3:29])=[CH:19][C:18]=2[F:30])[N:6]=[C:5]([OH:4])[CH:9]=1)(=[O:13])[CH3:12] |f:1.2|. Procedure: 10.6 g of 5-amino-1-{2-fluoro-4-methyl-5-(2,2,2-trifluoroethylthio)phenyl}-3-hydroxypyrazole was dissolved in 200 mL of toluene, and to this solution, 20.0 g of acetyl chloride was added, followed by reflux with heating for 12 hours. After cooling to room temperature, the solvent was distilled off under reduced pressure, and the obtained residue was purified by column chromatography (developing solvent ethyl acetate:hexane=1:4) to obtain 9.4 g of 3-acetoxy-5-(N,N-diacetylamino)-1-{2-fluoro-4-met... Starting materials: C1(CCCCC1)C1=CC=CC(=N1)C(=O)O (6-cyclohexyl-pyridine-2-carboxylic acid), NC1C(CCCC1)C(=O)OC (methyl 2-aminocyclohexane-1-carboxylate). The product is COC(=O)C1C(CCCC1)NC(=O)C1=NC(=CC=C1)C1CCCCC1 (2-[(6-Cyclohexyl-pyridine-2-carbonyl)-amino]-cyclohexanecarboxylic acid methyl ester). As a reaction SMILES: [CH:1]1([C:7]2[N:12]=[C:11]([C:13]([OH:15])=O)[CH:10]=[CH:9][CH:8]=2)[CH2:6][CH2:5][CH2:4][CH2:3][CH2:2]1.[NH2:16][CH:17]1[CH2:22][CH2:21][CH2:20][CH2:19][CH:18]1[C:23]([O:25][CH3:26])=[O:24]>>[CH3:26][O:25][C:23]([CH:18]1[CH2:19][CH2:20][CH2:21][CH2:22][CH:17]1[NH:16][C:13]([C:11]1[CH:10]=[CH:9][CH:8]=[C:7]([CH:1]2[CH2:2][CH2:3][CH2:4][CH2:5][CH2:6]2)[N:12]=1)=[O:15])=[O:24]. Procedure details: The title compound was synthesized in analogy to Example 1, using 6-cyclohexyl-pyridine-2-carboxylic acid (Example 7 b) and methyl 2-aminocyclohexane-1-carboxylate (CAN 40015-88-1) as starting materials, MS (EI): m/e=345.2 [M+H]+.